From a dataset of the Open Reaction Database (ORD), a public repository of structured organic reaction records. describe an organic reaction: reactants, conditions, products, and yield Reactants: BrC1=CC2=C(NC3=C2C=C(N=C3)C#N)N=C1 (3-bromo-9H-dipyrido[2,3-b;4′,3′-d]pyrrole-6-carbonitrile), [Cl-].[Li+] (lithium chloride), CCN(C(C)C)C(C)C (DIPEA), C(CCC)[Sn](C1=NC=CC=C1)(CCCC)CCCC (2-(tributylstannyl)pyridine), [F-].[K+] (potassium fluoride). The reagents and catalysts are C=1C=CC(=CC1)[P](C=2C=CC=CC2)(C=3C=CC=CC3)[Pd]([P](C=4C=CC=CC4)(C=5C=CC=CC5)C=6C=CC=CC6)([P](C=7C=CC=CC7)(C=8C=CC=CC8)C=9C=CC=CC9)[P](C=1C=CC=CC1)(C=1C=CC=CC1)C=1C=CC=CC1 (Tetrakis(triphenylphosphine)palladium(0)). Solvent: CN(C)C=O (DMF). Run at temperature 165 celsius. Yields the product N1=C(C=CC=C1)C1=CC2=C(NC3=C2C=C(N=C3)C#N)N=C1 (3-(Pyridin-2-yl)-9H-dipyrido[2,3-b;4′,3′-d]pyrrole-6-carbonitrile). Yield: 6.0%. Reaction SMILES: Br[C:2]1[CH:16]=[N:15][C:5]2[NH:6][C:7]3[CH:12]=[N:11][C:10]([C:13]#[N:14])=[CH:9][C:8]=3[C:4]=2[CH:3]=1.[Cl-].[Li+].CCN(C(C)C)C(C)C.C([Sn](CCCC)(CCCC)[C:33]1[CH:38]=[CH:37][CH:36]=[CH:35][N:34]=1)CCC.[F-].[K+]>CN(C=O)C.C1C=CC([P]([Pd]([P](C2C=CC=CC=2)(C2C=CC=CC=2)C2C=CC=CC=2)([P](C2C=CC=CC=2)(C2C=CC=CC=2)C2C=CC=CC=2)[P](C2C=CC=CC=2)(C2C=CC=CC=2)C2C=CC=CC=2)(C2C=CC=CC=2)C2C=CC=CC=2)=CC=1>[N:34]1[CH:35]=[CH:36][CH:37]=[CH:38][C:33]=1[C:2]1[CH:16]=[N:15][C:5]2[NH:6][C:7]3[CH:12]=[N:11][C:10]([C:13]#[N:14])=[CH:9][C:8]=3[C:4]=2[CH:3]=1 |f:1.2,5.6,^1:57,59,78,97|. Reported procedure: A solution of 3-bromo-9H-dipyrido[2,3-b;4′,3′-d]pyrrole-6-carbonitrile (150 mg, 0.549 mmol) and lithium chloride (69.9 mg, 1.65 mmol) in DMF (0.94 mL) was treated with DIPEA (239 μL, 1.37 mmol) and 2-(tributylstannyl)pyridine (607 μL, 1.65 mmol), and then degassed by the bubbling of nitrogen for 5 minutes. Tetrakis(triphenylphosphine)palladium(0) (31.7 mg, 27.5 μmol, 5.0 mol %) was added and the mixture heated at 165° C. for 15 h. The mixture was allowed to cool and treated with saturated aqueou... Starting materials: NC=1C(=NC(=C(C1C)Br)C)NC1=CC=C(C=C1)CCO (2-{4-[(3-Amino-5-bromo-4,6-dimethyl-2-pyridinyl)amino]phenyl}ethanol), C(C(C)C)(=O)Cl (isobutyryl chloride). The product is CC(C(=O)OCCC1=CC=C(C=C1)N1C(=NC=2C1=NC(=C(C2C)Br)C)C(C)C)C (2-[4-(6-Bromo-2-isopropyl-5,7-dimethyl-3H-imidazo[4,5-b]pyridin-3-yl)phenyl]ethyl 2-methylpropanoate). As a reaction SMILES: [NH2:1][C:2]1[C:3]([NH:11][C:12]2[CH:17]=[CH:16][C:15]([CH2:18][CH2:19][OH:20])=[CH:14][CH:13]=2)=[N:4][C:5]([CH3:10])=[C:6]([Br:9])[C:7]=1[CH3:8].[C:21](Cl)(=[O:25])[CH:22]([CH3:24])[CH3:23]>>[CH3:23][CH:22]([CH3:24])[C:21]([O:20][CH2:19][CH2:18][C:15]1[CH:16]=[CH:17][C:12]([N:11]2[C:3]3=[N:4][C:5]([CH3:10])=[C:6]([Br:9])[C:7]([CH3:8])=[C:2]3[N:1]=[C:2]2[CH:7]([CH3:8])[CH3:6])=[CH:13][CH:14]=1)=[O:25]. Procedure: The title compound was prepared according to the procedure described in step 5 of Example 1 from 2-{4-[(3-amino-5-bromo-4,6-dimethyl-2-pyridinyl)amino]phenyl}ethanol (step 4) and isobutyryl chloride.